Dataset: the Open Reaction Database (ORD), a public repository of structured organic reaction records. Task: describe an organic reaction: reactants, conditions, products, and yield The reactants are O=C([O-])[O-], c1ccc(CN2CCNCC2)cc1, C1CCOC1, CCOC(C)=O, CNC(=O)CCl, [K+], [K+]. The product is CNC(=O)CN1CCN(Cc2ccccc2)CC1. RXN SMILES: [C:20](=[O:21])([O-:22])[O-:23].[CH2:1]([c:2]1[cH:3][cH:4][cH:5][cH:6][cH:7]1)[N:8]1[CH2:9][CH2:10][NH:11][CH2:12][CH2:13]1.[CH2:32]1[O:33][CH2:34][CH2:35][CH2:36]1.[CH3:26][CH2:27][O:28][C:29]([CH3:30])=[O:31].[Cl:14][CH2:15][C:16](=[O:17])[NH:18][CH3:19].[K+:24].[K+:25]>>[CH2:1]([c:2]1[cH:3][cH:4][cH:5][cH:6][cH:7]1)[N:8]1[CH2:9][CH2:10][N:11]([CH2:15][C:16](=[O:17])[NH:18][CH3:19])[CH2:12][CH2:13]1. Starting materials: CS(=O)(=O)C1=CC=C(C=C1)C1=CC(=CC=C1)C(CC(=O)C1=CC(=NC=C1)C)C1=C(C=CC=C1)C (3-(4′-methanesulfonyl-biphenyl-3-yl)-1-(2-methyl-pyridin-4-yl)-3-o-tolyl-propan-1-one), Cl.NO (hydroxylamine hydrochloride), C(=O)(O)[O-].[Na+] (NaHCO3). Product: CS(=O)(=O)C1=CC=C(C=C1)C1=CC(=CC=C1)C(CC(=NO)C1=CC(=NC=C1)C)C1=C(C=CC=C1)C (3-(4′-Methane sulfonyl-biphenyl-3-yl)-1-(2-methyl-pyridin-4-yl)-3-o-tolyl-propan-1-one oxime). RXN SMILES: [CH3:1][S:2]([C:5]1[CH:10]=[CH:9][C:8]([C:11]2[CH:16]=[CH:15][CH:14]=[C:13]([CH:17]([C:28]3[CH:33]=[CH:32][CH:31]=[CH:30][C:29]=3[CH3:34])[CH2:18][C:19]([C:21]3[CH:26]=[CH:25][N:24]=[C:23]([CH3:27])[CH:22]=3)=O)[CH:12]=2)=[CH:7][CH:6]=1)(=[O:4])=[O:3].Cl.[NH2:36][OH:37].C([O-])(O)=O.[Na+]>>[CH3:1][S:2]([C:5]1[CH:10]=[CH:9][C:8]([C:11]2[CH:16]=[CH:15][CH:14]=[C:13]([CH:17]([C:28]3[CH:33]=[CH:32][CH:31]=[CH:30][C:29]=3[CH3:34])[CH2:18][C:19]([C:21]3[CH:26]=[CH:25][N:24]=[C:23]([CH3:27])[CH:22]=3)=[N:36][OH:37])[CH:12]=2)=[CH:7][CH:6]=1)(=[O:4])=[O:3] |f:1.2,3.4|. Reported procedure: In analogy to example 74, step 7, 3-(4′-methanesulfonyl-biphenyl-3-yl)-1-(2-methyl-pyridin-4-yl)-3-o-tolyl-propan-1-one and hydroxylamine hydrochloride in the presence of NaHCO3 was prepared the title compound as a mixture of E and Z isomers (4.8:1) as a white foam, MS (ESI+): m/z=485.19 ([M+H]+). Reactants: CC1=NC(=CC(=C1)C=O)C (2,6-dimethylpyridine-4-carbaldehyde), NC1=C(C(=O)N)C(=CC(=C1)OC)OC (2-amino-4,6-dimethoxybenzamide), S(=O)(O)[O-].[Na+] (sodium hydrogen sulfite), C1(=CC=C(C=C1)S(=O)(=O)O)C (p-toluenesulfonic acid). Solvent: CN(C(C)=O)C (N,N-dimethyl acetamide). Reaction conditions: temperature 110 celsius, time 16 hour. Yields the product CC1=NC(=CC(=C1)C1=NC2=CC(=CC(=C2C(N1)=O)OC)OC)C (2-(2,6-Dimethylpyridin-4-yl)-5,7-dimethoxyquinazolin-4(3H)-one). Reaction SMILES: [CH3:1][C:2]1[CH:7]=[C:6]([CH:8]=O)[CH:5]=[C:4]([CH3:10])[N:3]=1.[NH2:11][C:12]1[CH:20]=[C:19]([O:21][CH3:22])[CH:18]=[C:17]([O:23][CH3:24])[C:13]=1[C:14]([NH2:16])=[O:15].S([O-])(O)=O.[Na+].C1(C)C=CC(S(O)(=O)=O)=CC=1>CN(C)C(=O)C>[CH3:1][C:2]1[CH:7]=[C:6]([C:8]2[NH:16][C:14](=[O:15])[C:13]3[C:12](=[CH:20][C:19]([O:21][CH3:22])=[CH:18][C:17]=3[O:23][CH3:24])[N:11]=2)[CH:5]=[C:4]([CH3:10])[N:3]=1 |f:2.3|. Procedure details: To a solution of 2,6-dimethylpyridine-4-carbaldehyde (0.14 g, 1.00 mmol) in N,N-dimethyl acetamide (10 mL) were added 2-amino-4,6-dimethoxybenzamide (0.20 g, 1.00 mmol), sodium hydrogen sulfite (0.21 g, 2.00 mmol), and p-toluenesulfonic acid (0.28 g, 1.50 mmol). The reaction mixture was stirred at 110° C. for 16 hours under nitrogen. After cooling to room temperature, solvent was evaporated under reduced pressure. The residue was dissolved in ethyl acetate, washed with saturated NaHCO3 solution ...